This data is from the Open Reaction Database (ORD), a public repository of structured organic reaction records. The task is: describe an organic reaction: reactants, conditions, products, and yield As a reaction SMILES: [Br:25][c:26]1[n:27][cH:28][cH:29][cH:30][cH:31]1.[CH2:84]1[O:85][CH2:86][CH2:87][O:88][CH2:89]1.[CH3:78][C:79]([CH3:80])([O-:81])[CH3:82].[ClH:24].[Na+:83].[O:110]=[C:111]([CH:112]=[CH:113][c:114]1[cH:115][cH:116][cH:117][cH:118][cH:119]1)[CH:120]=[CH:121][c:122]1[cH:123][cH:124][cH:125][cH:126][cH:127]1.[O:128]=[C:129]([CH:130]=[CH:131][c:132]1[cH:133][cH:134][cH:135][cH:136][cH:137]1)[CH:138]=[CH:139][c:140]1[cH:141][cH:142][cH:143][cH:144][cH:145]1.[O:1]1[CH2:2][CH2:3][c:4]2[c:5]1[cH:6][cH:7][c:8]([CH:10]1[NH:11][CH2:12][c:13]3[c:14]1[nH:15][c:16]1[cH:17][cH:18][cH:19][cH:20][c:21]1[c:22]3=[O:23])[cH:9]2.[O:92]=[C:93]([CH:94]=[CH:95][c:96]1[cH:97][cH:98][cH:99][cH:100][cH:101]1)[CH:102]=[CH:103][c:104]1[cH:105][cH:106][cH:107][cH:108][cH:109]1.[Pd:90].[Pd:91].[cH:32]1[cH:33][cH:34][c:35]([P:36]([c:37]2[cH:38][cH:39][c:40]3[c:41]([cH:42][cH:43][cH:44][cH:45]3)[c:46]2-[c:47]2[c:48]3[c:49]([cH:50][cH:51][cH:52][cH:53]3)[cH:54][cH:55][c:56]2[P:57]([c:58]2[cH:59][cH:60][cH:61][cH:62][cH:63]2)[c:64]2[cH:65][cH:66][cH:67][cH:68][cH:69]2)[c:70]2[cH:71][cH:72][cH:73][cH:74][cH:75]2)[cH:76][cH:77]1>>[O:1]1[CH2:2][CH2:3][c:4]2[c:5]1[cH:6][cH:7][c:8]([CH:10]1[N:11]([c:26]3[n:27][cH:28][cH:29][cH:30][cH:31]3)[CH2:12][c:13]3[c:14]1[nH:15][c:16]1[cH:17][cH:18][cH:19][cH:20][c:21]1[c:22]3=[O:23])[cH:9]2. Starting materials: Brc1ccccn1, C1COCCO1, CC(C)(C)[O-], Cl, [Na+], O=C(C=Cc1ccccc1)C=Cc1ccccc1, O=C(C=Cc1ccccc1)C=Cc1ccccc1, O=c1c2c([nH]c3ccccc13)C(c1ccc3c(c1)CCO3)NC2, O=C(C=Cc1ccccc1)C=Cc1ccccc1, [Pd], [Pd], c1ccc(P(c2ccccc2)c2ccc3ccccc3c2-c2c(P(c3ccccc3)c3ccccc3)ccc3ccccc23)cc1. Yields the product O=c1c2c([nH]c3ccccc13)C(c1ccc3c(c1)CCO3)N(c1ccccn1)C2. Starting materials: Cl (hydrochloric acid), SCC(=O)O (mercaptoacetic acid), O=CCCCC1=CC=C(C(=O)OCC)C=C1 (Ethyl 4-(4-oxobutyl)benzoate), NCCC(CCCCC)OC1OCCCC1 (1-amino-3-(tetrahydro-2H-pyran-2-yloxy)octane), S(=O)(=O)([O-])[O-].[Na+].[Na+] (sodium sulfate). Solvent: CO (methanol), C(Cl)(Cl)Cl (chloroform), O (water). Run at time 15 minute. Yields the product OC(CCN1C(SCC1=O)CCCC1=CC=C(C(=O)OCC)C=C1)CCCCC (Ethyl 4-{3-[3-(3-Hydroxyoctyl)-4-oxo-2-thiazolidinyl]propyl}benzoate). Isolated yield 31.6%. As a reaction SMILES: O=[CH:2][CH2:3][CH2:4][CH2:5][C:6]1[CH:16]=[CH:15][C:9]([C:10]([O:12][CH2:13][CH3:14])=[O:11])=[CH:8][CH:7]=1.[NH2:17][CH2:18][CH2:19][CH:20]([O:26]C1CCCCO1)[CH2:21][CH2:22][CH2:23][CH2:24][CH3:25].S([O-])([O-])(=O)=O.[Na+].[Na+].[SH:40][CH2:41][C:42](O)=[O:43].Cl>O.C(Cl)(Cl)Cl.CO>[OH:26][CH:20]([CH2:21][CH2:22][CH2:23][CH2:24][CH3:25])[CH2:19][CH2:18][N:17]1[C:42](=[O:43])[CH2:41][S:40][CH:2]1[CH2:3][CH2:4][CH2:5][C:6]1[CH:16]=[CH:15][C:9]([C:10]([O:12][CH2:13][CH3:14])=[O:11])=[CH:8][CH:7]=1 |f:2.3.4|. Procedure: Ethyl 4-(4-oxobutyl)benzoate (4.63 g., 21 mmol.) is added dropwise to 1-amino-3-(tetrahydro-2H-pyran-2-yloxy)octane (4.82 g., 21 mmol.) at ambient temperature. The resulting mixture is stirred for 15 minutes before adding anhydrous sodium sulfate (4 g.), and then stirred for 1 hour. The solid is subsequently removed by filtration and washed with a small quantity of benzene. The combined filtrate and washings are diluted with benzene (70 ml.) and then treated with mercaptoacetic acid (1.93 g., 21... Reactants: ClC=1N=CNC1Cl (4,5-Dichloroimidazole), [OH-].[K+] (Potassium hydroxide), BrCC (1-bromethane), [K+].[Br-] (KBr), BrCCC1=CC2=CC=CC=C2C=C1 (2-(2-bromoethyl)naphthalene). The solvent is C(C)#N (acetonitrile). Reaction conditions: time 0.5 hour. The product is [Br-].C(CCCCCCCC)[N+]1=CN(C(=C1Cl)Cl)C1(CC2=CC=CC=C2C=C1)CC (1-nonyl-3-(2-ethyl-2-naphthyl)-4,5-dichloroimidazolium bromide). RXN SMILES: [Cl:1][C:2]1[N:3]=[CH:4][NH:5][C:6]=1[Cl:7].[OH-].[K+].[Br:10][CH2:11][CH3:12].[K+].[Br-].Br[CH2:16][CH2:17][C:18]1[CH:27]=[CH:26][C:25]2[C:20](=[CH:21][CH:22]=[CH:23][CH:24]=2)[CH:19]=1>C(#N)C>[Br-:10].[CH2:16]([N+:3]1[C:2]([Cl:1])=[C:6]([Cl:7])[N:5]([C:18]2([CH2:17][CH3:16])[CH:27]=[CH:26][C:25]3[C:20](=[CH:21][CH:22]=[CH:23][CH:24]=3)[CH2:19]2)[CH:4]=1)[CH2:17][CH2:18][CH2:19][CH2:20][CH2:21][CH2:22][CH2:11][CH3:12] |f:1.2,4.5,8.9|. Procedure: 4,5-Dichloroimidazole (1.23 g, 9 mmol) will be dissolved into acetonitrile. Potassium hydroxide (0.61 g, 9.9 mmol) will be added and the mixture will be allowed to stir for 0.5 h. 1-bromethane (9 mmol) will be added and the solution will be allowed to reflux overnight. The solution will be filtered hot to remove a white precipitate (presumed to be KBr) and 2-(2-bromoethyl)naphthalene (9 mmol) will be added and the mixture will be returned to reflux overnight. The mixture will be allowed to cool ... Reactants: NC1=C(C(=O)NC)C=C(C=C1C)Br (2-amino-5-bromo-N,3-dimethylbenzamide), CNCCNC (N,N′-dimethylethylenediamine), CC1=CC(=CC(=C1)C)C (1,3,5-trimethylbenzene), [C-]#N.[Na+] (sodium cyanide). The reagents and catalysts are [Cu]I (copper(I) iodide). Run in O (water). The product is NC1=C(C(=O)NC)C=C(C=C1C)C#N (2-amino-5-cyano-N,3-dimethylbenzamide). As a reaction SMILES: [NH2:1][C:2]1[C:11]([CH3:12])=[CH:10][C:9](Br)=[CH:8][C:3]=1[C:4]([NH:6][CH3:7])=[O:5].CC1C=C(C)C=C(C)C=1.[C-]#N.[Na+].[CH3:26][NH:27]CCNC>[Cu]I.O>[NH2:1][C:2]1[C:11]([CH3:12])=[CH:10][C:9]([C:26]#[N:27])=[CH:8][C:3]=1[C:4]([NH:6][CH3:7])=[O:5] |f:2.3|. Procedure details: A 100-mL three-necked flask equipped with a mechanical stirrer, thermometer and condenser was charged with 2-amino-5-bromo-N,3-dimethylbenzamide (prepared by the method of Example 1) (99.1% purity, 5.0 g, 0.02 mol) and 1,3,5-trimethylbenzene (20 g) while maintaining a flow of nitrogen through a gas inlet line connected to the condenser. The reaction mixture was stirred at room temperature, and powdered sodium cyanide (powdered just prior to use) (1.25 g, 0.024 mol, assuming 95% purity), copper(I... Reactants: COC1=C(C(=CC(=C1)C)OC)C=1N=C(SC1)NC(=O)C=1N(C2=CC=CC=C2C1)CC(=O)OC(C)(C)C (N-[4-(2,6-dimethoxy-4-methylphenyl)-2-thiazolyl]-1-(tert-butoxycarbonylmethyl)indole-2-carboxamide), C(=O)(C(F)(F)F)O (TFA). Solvent: C1(=CC=CC=C1)OC (anisole). Product: FC(C(=O)O)(F)F.COC1=C(C(=CC(=C1)C)OC)C=1N=C(SC1)NC(=O)C=1N(C2=CC=CC=C2C1)CC(=O)O (N-[4-(2,6-Dimethoxy-4-methylphenyl)-2-thiazolyl]-1-(carboxymethyl)indole-2-carboxamide trifluoroacetate). As a reaction SMILES: [CH3:1][O:2][C:3]1[CH:8]=[C:7]([CH3:9])[CH:6]=[C:5]([O:10][CH3:11])[C:4]=1[C:12]1[N:13]=[C:14]([NH:17][C:18]([C:20]2[N:21]([CH2:29][C:30]([O:32]C(C)(C)C)=[O:31])[C:22]3[C:27]([CH:28]=2)=[CH:26][CH:25]=[CH:24][CH:23]=3)=[O:19])[S:15][CH:16]=1.[C:37]([OH:43])([C:39]([F:42])([F:41])[F:40])=[O:38]>C1(OC)C=CC=CC=1>[F:40][C:39]([F:42])([F:41])[C:37]([OH:43])=[O:38].[CH3:11][O:10][C:5]1[CH:6]=[C:7]([CH3:9])[CH:8]=[C:3]([O:2][CH3:1])[C:4]=1[C:12]1[N:13]=[C:14]([NH:17][C:18]([C:20]2[N:21]([CH2:29][C:30]([OH:32])=[O:31])[C:22]3[C:27]([CH:28]=2)=[CH:26][CH:25]=[CH:24][CH:23]=3)=[O:19])[S:15][CH:16]=1 |f:3.4|. Procedure: 1.07 g of N-[4-(2,6-dimethoxy-4-methylphenyl)-2-thiazolyl]-1-(tert-butoxycarbonylmethyl)indole-2-carboxamide (prepared according to EP-A-0,432,040) are dissolved in a mixture of 2 ml of anisole and 20 ml of TFA. The reaction mixture is left for 3/4 hour at r.t. and then concentrated under vacuum. The residue is taken up in ether, and the precipitate is then filtered off and dried in an oven to obtain 1.13 g of the expected compound; m.p.=223°-224° C.